From a dataset of the Open Reaction Database (ORD), a public repository of structured organic reaction records. describe an organic reaction: reactants, conditions, products, and yield Reported procedure: A solution of 7.9 g of ethyl 1-(tert-butoxycarbonyl)-4-(hydroxymethyl)-piperidine-2-carboxylate and 9.9 g of pyridinium chlorochromate in 175 ml of methylene chloride is stirred at room temperature for 3 hours. The mixture is filtered and purified by flash chromatography using ethyl acetate/hexane (25:75) to yield 1-(tert-butoxycarbonyl)-2-ethoxycarbonylpiperidine-4-carboxaldehyde. The product is C(C)(C)(C)OC(=O)N1C(CC(CC1)C=O)C(=O)OCC (1-(tert-butoxycarbonyl)-2-ethoxycarbonylpiperidine-4-carboxaldehyde). Solvent: C(Cl)Cl (methylene chloride). RXN SMILES: [C:1]([O:5][C:6]([N:8]1[CH2:13][CH2:12][CH:11]([CH2:14][OH:15])[CH2:10][CH:9]1[C:16]([O:18][CH2:19][CH3:20])=[O:17])=[O:7])([CH3:4])([CH3:3])[CH3:2].[Cr](Cl)([O-])(=O)=O.[NH+]1C=CC=CC=1>C(Cl)Cl>[C:1]([O:5][C:6]([N:8]1[CH2:13][CH2:12][CH:11]([CH:14]=[O:15])[CH2:10][CH:9]1[C:16]([O:18][CH2:19][CH3:20])=[O:17])=[O:7])([CH3:4])([CH3:3])[CH3:2] |f:1.2|. Reactants: C(C)(C)(C)OC(=O)N1C(CC(CC1)CO)C(=O)OCC (ethyl 1-(tert-butoxycarbonyl)-4-(hydroxymethyl)-piperidine-2-carboxylate), [Cr](=O)(=O)([O-])Cl.[NH+]1=CC=CC=C1 (pyridinium chlorochromate). The reactants are C(C)C1=NC2(NC(C1)(C)CC)CCCCC2 (2,4-diethyl-4-methyl-1,5-diazaspiro[5.5]-undec-1-ene), [Br-].[NH4+] (ammonium bromide), O (water). Run in CO (methanol). The product is C(C)C1(NC2(C(C(C1)=O)C)CCCCC2)C (2-ethyl-2,5-dimethyl-1-azaspiro[5.5]undecan-4-one). Reaction SMILES: [CH2:1]([C:3]1[CH2:8][C:7]([CH2:10][CH3:11])([CH3:9])[NH:6][C:5]2([CH2:16][CH2:15][CH2:14][CH2:13][CH2:12]2)N=1)[CH3:2].[Br-].[NH4+].[OH2:19]>CO>[CH2:10]([C:7]1([CH3:9])[CH2:8][C:3](=[O:19])[CH:1]([CH3:2])[C:5]2([CH2:16][CH2:15][CH2:14][CH2:13][CH2:12]2)[NH:6]1)[CH3:11] |f:1.2|. Procedure details: 11.1 g of the 2,4-diethyl-4-methyl-1,5-diazaspiro[5.5]-undec-1-ene thus obtained and 2.5 g of ammonium bromide were dissolved in 70 ml of methanol. 45 ml of water were added to the solution, with stirring. The mixture was then stirred at room temperature for 8 hours. Methanol was removed by evaporation under reduced pressure and the residue was then distilled under reduced pressure, giving 7.4 g of the title product, bp 119° - 122° C/1.5 mmHg.